Dataset: the Open Reaction Database (ORD), a public repository of structured organic reaction records. Task: describe an organic reaction: reactants, conditions, products, and yield The reactants are C(C)(C)(C)C1=CC(=C(C(=C1)C)CC=1NCCN1)C (2-[(4-t-butyl-2,6-dimethylphenyl)methyl]4,5dihydro-1H-imidazole), base. Reagents/catalysts: [Pd] (Pd-C). The solvent is C1(=CC=CC=C1)C (toluene). Yields the product C(C)(C)(C)C1=CC(=C(C(=C1)C)CC=1NC=CN1)C (2-[(4-t-butyl-2,6-dimethylphenyl)methyl]-1H-imidazole). Isolated yield 87.7%. As a reaction SMILES: [C:1]([C:5]1[CH:10]=[C:9]([CH3:11])[C:8]([CH2:12][C:13]2[NH:14][CH2:15][CH2:16][N:17]=2)=[C:7]([CH3:18])[CH:6]=1)([CH3:4])([CH3:3])[CH3:2]>C1(C)C=CC=CC=1.[Pd]>[C:1]([C:5]1[CH:10]=[C:9]([CH3:11])[C:8]([CH2:12][C:13]2[NH:17][CH:16]=[CH:15][N:14]=2)=[C:7]([CH3:18])[CH:6]=1)([CH3:4])([CH3:3])[CH3:2]. Reported procedure: A suspension of 2-[(4-t-butyl-2,6-dimethylphenyl)methyl]4,5dihydro-1H-imidazole (free base of Example 5c) (0.1 g, 0.4 mmol) and 10% Pd-C (0.1 g) in toluene (10 mL) was refluxed under a nitrogen atmosphere for 3 days. The catalyst was removed by filtration and the filtrate was concentrated under reduced pressure to give 2-[(4-t-butyl-2,6-dimethylphenyl)methyl]-1H-imidazole (0.085 g) as a white solid. The oxalate salt was prepared and recrystallized from MeOH/Et2O to afford the title compound as w... The reactants are C(C)(C)(C)OC(=O)N[C@H]1C[C@@H]([C@H](C1)C1=CC=CC=C1)CN1CCC(CC1)N(CC=C)C(=O)OCC1=CC=C(C=C1)[N+](=O)[O-] (1-(R)-((t-butoxycarbonyl)amino)-3-(S)-((4-(N-(4-nitrobenzyloxycarbonyl)-N-(allyl)amino)piperidin-1-yl)methyl)-4-(S)-phenylcyclopentane), CN(C(=O)Cl)C (dimethylcarbamoyl chloride). Product: CN(C(=O)N[C@H]1C[C@@H]([C@H](C1)C1=CC=CC=C1)CN1CCC(CC1)N(CC=C)C(=O)OCC1=CC=C(C=C1)[N+](=O)[O-])C (1-(R)-((Dimethylaminocarbonyl)amino)-3-(S)-((4-(N-(4-nitrobenzyloxycarbonyl)-N-(allyl)amino)piperidin-1-yl)methyl)-4-(S)-phenylcyclopentane). Reaction SMILES: C(OC([NH:8][C@@H:9]1[CH2:13][C@H:12]([C:14]2[CH:19]=[CH:18][CH:17]=[CH:16][CH:15]=2)[C@@H:11]([CH2:20][N:21]2[CH2:26][CH2:25][CH:24]([N:27]([C:31]([O:33][CH2:34][C:35]3[CH:40]=[CH:39][C:38]([N+:41]([O-:43])=[O:42])=[CH:37][CH:36]=3)=[O:32])[CH2:28][CH:29]=[CH2:30])[CH2:23][CH2:22]2)[CH2:10]1)=O)(C)(C)C.[CH3:44][N:45]([CH3:49])[C:46](Cl)=[O:47]>>[CH3:44][N:45]([CH3:49])[C:46]([NH:8][C@@H:9]1[CH2:13][C@H:12]([C:14]2[CH:19]=[CH:18][CH:17]=[CH:16][CH:15]=2)[C@@H:11]([CH2:20][N:21]2[CH2:22][CH2:23][CH:24]([N:27]([C:31]([O:33][CH2:34][C:35]3[CH:40]=[CH:39][C:38]([N+:41]([O-:43])=[O:42])=[CH:37][CH:36]=3)=[O:32])[CH2:28][CH:29]=[CH2:30])[CH2:25][CH2:26]2)[CH2:10]1)=[O:47]. Procedure details: Using essentially the same procedure as in Example 16, Step A and B but substituting 1-(R)-((t-butoxycarbonyl)amino)-3-(S)-((4-(N-(4-nitrobenzyloxycarbonyl)-N-(allyl)amino)piperidin-1-yl)methyl)-4-(S)-phenylcyclopentane from Example 34 in Step A and dimethylcarbamoyl chloride in Step B, the title compound was prepared. Reactants: CCC1C(=O)N(C)c2cnc(Cl)nc2N1C1CC1, CC1(C)OB(c2ccncc2-c2ccccc2)OC1(C)C. Yields the product CCC1C(=O)N(C)c2cnc(-c3ccncc3-c3ccccc3)nc2N1C1CC1. RXN SMILES: [Cl:1][c:2]1[n:3][c:4]2[c:9]([cH:10][n:11]1)[N:8]([CH3:12])[C:7](=[O:13])[CH:6]([CH2:14][CH3:15])[N:5]2[CH:16]1[CH2:17][CH2:18]1.[c:19]1(-[c:25]2[cH:26][n:27][cH:28][cH:29][c:30]2[B:31]2[O:32][C:33]([CH3:34])([CH3:35])[C:36]([CH3:37])([CH3:38])[O:39]2)[cH:20][cH:21][cH:22][cH:23][cH:24]1>>[c:2]1(-[c:30]2[c:25](-[c:19]3[cH:20][cH:21][cH:22][cH:23][cH:24]3)[cH:26][n:27][cH:28][cH:29]2)[n:3][c:4]2[c:9]([cH:10][n:11]1)[N:8]([CH3:12])[C:7](=[O:13])[CH:6]([CH2:14][CH3:15])[N:5]2[CH:16]1[CH2:17][CH2:18]1. The reactants are CC(=O)O, CCn1c2ccccc2c2cc(C=O)ccc21, CCC(=O)Nc1cccc(C2CCNCC2)c1. Yields the product CCC(=O)Nc1cccc(C2CCN(Cc3ccc4c(c3)c3ccccc3n4CC)CC2)c1. RXN SMILES: [C:35]([OH:36])(=[O:37])[CH3:38].[CH2:1]([CH3:2])[n:3]1[c:4]2[cH:5][cH:6][cH:7][cH:8][c:9]2[c:10]2[cH:11][c:12]([CH:16]=[O:17])[cH:13][cH:14][c:15]12.[NH:18]1[CH2:19][CH2:20][CH:21]([c:24]2[cH:25][c:26]([NH:30][C:31]([CH2:32][CH3:33])=[O:34])[cH:27][cH:28][cH:29]2)[CH2:22][CH2:23]1>>[CH2:1]([CH3:2])[n:3]1[c:4]2[cH:5][cH:6][cH:7][cH:8][c:9]2[c:10]2[cH:11][c:12]([CH2:16][N:18]3[CH2:19][CH2:20][CH:21]([c:24]4[cH:25][c:26]([NH:30][C:31]([CH2:32][CH3:33])=[O:34])[cH:27][cH:28][cH:29]4)[CH2:22][CH2:23]3)[cH:13][cH:14][c:15]12. Starting materials: 20.6, CS(=O)(=O)Cl (methanesulfonyl chloride), 40, NC=1C=CC2=C(CCC(O2)C(=O)OCC)C1 (ethyl 6-amino-3,4-dihydro-2H-1-benzopyran-2-carboxylate), N1=CC=CC=C1 (pyridine). Solvent: CC1=CC=CC=C1 (methylbenzene), CC1=CC=CC=C1 (methylbenzene). Reaction conditions: time 8 hour. Yields the product 10.2, CS(=O)(=O)NC=1C=CC2=C(CCC(O2)C(=O)OCC)C1 (ethyl 3,4-dihydro-6-[(methylsulfonyl)amino]-2H-1-benzopyran-2-carboxylate). The yield is 18.9%. Reaction SMILES: [NH2:1][C:2]1[CH:3]=[CH:4][C:5]2[O:10][CH:9]([C:11]([O:13][CH2:14][CH3:15])=[O:12])[CH2:8][CH2:7][C:6]=2[CH:16]=1.N1C=CC=CC=1.[CH3:23][S:24](Cl)(=[O:26])=[O:25]>CC1C=CC=CC=1>[CH3:23][S:24]([NH:1][C:2]1[CH:3]=[CH:4][C:5]2[O:10][CH:9]([C:11]([O:13][CH2:14][CH3:15])=[O:12])[CH2:8][CH2:7][C:6]=2[CH:16]=1)(=[O:26])=[O:25]. Reported procedure: To a stirred and cooled (0° C.) solution of 40 parts of ethyl 6-amino-3,4-dihydro-2H-1-benzopyran-2-carboxylate, 86 parts of pyridine and 234 parts of methylbenzene was added dropwise a solution of 20.6 parts of methanesulfonyl chloride in 135 parts of methylbenzene. Upon completion, stirring was continued overnight at room temperature. The reaction mixture was evaporated and the oily residue was taken up in water. The product was extracted with dichloromethane. The extract was dried, filtered a...